From a dataset of the Open Reaction Database (ORD), a public repository of structured organic reaction records. describe an organic reaction: reactants, conditions, products, and yield Run at time 30 minute. Yields the product C1(CC1)S(=O)(=O)C1=CC=C(C=C1)C(CC1CCOCC1)C1=CC=C(N1)C1=NN=C(S1)CO ([5-(5-{1-[4-(cyclopropylsulfonyl)phenyl]-2-(tetrahydro-2H-pyran-4-yl)ethyl}-1H-pyrrol-2-yl)-1,3,4-thiadiazol-2-yl]methanol). The solvent is C(C)(=O)OCC (ethyl acetate), O1CCCC1 (tetrahydrofuran). The yield is 63.2%. As a reaction SMILES: [Si]([O:18][CH2:19][C:20]1[S:21][C:22]([C:25]2[NH:26][C:27]([CH:30]([C:38]3[CH:43]=[CH:42][C:41]([S:44]([CH:47]4[CH2:49][CH2:48]4)(=[O:46])=[O:45])=[CH:40][CH:39]=3)[CH2:31][CH:32]3[CH2:37][CH2:36][O:35][CH2:34][CH2:33]3)=[CH:28][CH:29]=2)=[N:23][N:24]=1)(C(C)(C)C)(C1C=CC=CC=1)C1C=CC=CC=1.[F-].C([N+](CCCC)(CCCC)CCCC)CCC>O1CCCC1.C(OCC)(=O)C>[CH:47]1([S:44]([C:41]2[CH:42]=[CH:43][C:38]([CH:30]([C:27]3[NH:26][C:25]([C:22]4[S:21][C:20]([CH2:19][OH:18])=[N:24][N:23]=4)=[CH:29][CH:28]=3)[CH2:31][CH:32]3[CH2:33][CH2:34][O:35][CH2:36][CH2:37]3)=[CH:39][CH:40]=2)(=[O:45])=[O:46])[CH2:49][CH2:48]1 |f:1.2|. Reactants: [Si](C1=CC=CC=C1)(C1=CC=CC=C1)(C(C)(C)C)OCC=1SC(=NN1)C=1NC(=CC1)C(CC1CCOCC1)C1=CC=C(C=C1)S(=O)(=O)C1CC1 (2-({[tert-butyl(diphenyl)silyl]oxy}methyl)-5-(5-{1-[4-(cyclopropylsulfonyl)phenyl]-2-(tetrahydro-2H-pyran-4-yl)ethyl}-1H-pyrrol-2-yl)-1,3,4-thiadiazole), [F-].C(CCC)[N+](CCCC)(CCCC)CCCC (tetrabutylammonium fluoride). Reported procedure: To a solution of 2-({[tert-butyl(diphenyl)silyl]oxy}methyl)-5-(5-{1-[4-(cyclopropylsulfonyl)phenyl]-2-(tetrahydro-2H-pyran-4-yl)ethyl}-1H-pyrrol-2-yl)-1,3,4-thiadiazole (122 mg) in tetrahydrofuran (1.2 mL) was added tetrabutylammonium fluoride (0.44 mL: 1M tetrahydrofuran solution), and the mixture was stirred at room temperature for 30 min. The reaction mixture was diluted with ethyl acetate, and washed with saturated brine. The ethyl acetate layer was dried (MgSO4) and concentrated. The residu... Starting materials: [Al+3], CC12CCC(C(=O)O)(CC1)CC2, CCOC(C)=O, CCOCC, [H-], [H-], [H-], [H-], [Li+], C1CCOC1, O. The product is CC12CCC(CO)(CC1)CC2. Reaction SMILES: [Al+3:2].[CH3:12][C:13]12[CH2:14][CH2:15][C:16]([C:21](=[O:22])[OH:23])([CH2:17][CH2:18]1)[CH2:19][CH2:20]2.[CH3:30][CH2:31][O:32][C:33](=[O:34])[CH3:35].[CH3:7][CH2:8][O:9][CH2:10][CH3:11].[H-:1].[H-:4].[H-:5].[H-:6].[Li+:3].[O:24]1[CH2:25][CH2:26][CH2:27][CH2:28]1.[OH2:29]>>[CH3:12][C:13]12[CH2:14][CH2:15][C:16]([CH2:21][OH:22])([CH2:17][CH2:18]1)[CH2:19][CH2:20]2. Starting materials: CC(C)(C)CN, ClCCl, Fc1ccc(N=C=S)c(F)c1. The product is CC(C)(C)CNC(=S)Nc1ccc(F)cc1F. As a reaction SMILES: [CH2:12]([C:13]([CH3:14])([CH3:15])[CH3:16])[NH2:17].[Cl:18][CH2:19][Cl:20].[F:1][c:2]1[c:3]([N:9]=[C:10]=[S:11])[cH:4][cH:5][c:6]([F:8])[cH:7]1>>[F:1][c:2]1[c:3]([NH:9][C:10](=[S:11])[NH:17][CH2:12][C:13]([CH3:14])([CH3:15])[CH3:16])[cH:4][cH:5][c:6]([F:8])[cH:7]1. The reactants are COC(=O)CCCCCBr, CCOC(C)=O, FC(F)(F)c1cc(COC2OCCNC2c2ccccc2)cc(C(F)(F)F)c1, CN(C)C=O. Product: COC(=O)CCCCCN1CCOC(OCc2cc(C(F)(F)F)cc(C(F)(F)F)c2)C1c1ccccc1. RXN SMILES: [Br:29][CH2:30][CH2:31][CH2:32][CH2:33][CH2:34][C:35](=[O:36])[O:37][CH3:38].[CH3:44][CH2:45][O:46][C:47]([CH3:48])=[O:49].[F:1][C:2]([c:3]1[cH:4][c:5]([CH2:6][O:7][CH:8]2[O:9][CH2:10][CH2:11][NH:12][CH:13]2[c:14]2[cH:15][cH:16][cH:17][cH:18][cH:19]2)[cH:20][c:21]([C:23]([F:24])([F:25])[F:26])[cH:22]1)([F:27])[F:28].[O:39]=[CH:40][N:41]([CH3:42])[CH3:43]>>[F:1][C:2]([c:3]1[cH:4][c:5]([CH2:6][O:7][CH:8]2[O:9][CH2:10][CH2:11][N:12]([CH2:30][CH2:31][CH2:32][CH2:33][CH2:34][C:35](=[O:36])[O:37][CH3:38])[CH:13]2[c:14]2[cH:15][cH:16][cH:17][cH:18][cH:19]2)[cH:20][c:21]([C:23]([F:24])([F:25])[F:26])[cH:22]1)([F:27])[F:28]. The reactants are CCO, Nc1nc2cc(Cl)c(Cl)cc2[nH]c1=O, Cl, NO. Product: O=c1[nH]c2cc(Cl)c(Cl)cc2[nH]c1=NO. RXN SMILES: [CH3:18][CH2:19][OH:20].[Cl:1][c:2]1[cH:3][c:4]2[n:5][c:6]([NH2:14])[c:7](=[O:13])[nH:8][c:9]2[cH:10][c:11]1[Cl:12].[ClH:15].[NH2:16][OH:17]>>[Cl:1][c:2]1[cH:3][c:4]2[nH:5][c:6](=[N:14][OH:17])[c:7](=[O:13])[nH:8][c:9]2[cH:10][c:11]1[Cl:12]. The reactants are O (water), C([O-])([O-])=O.[Cs+].[Cs+] (cesium carbonate), C(C#C)Br (propargyl bromide), C(C)(C)(C)OC(=O)NC1=CC=C(C=N1)CC(C(=O)OC)(C(=O)OC)C=1N=CNC1 (Dimethyl 2-(6-tert-butoxycarbonylaminopyridin-3-ylmethyl)-2-(1H-imidazol-4-yl)-malonate). The solvent is CN(C)C=O (DMF). Reaction conditions: time 3 hour. The product is C(C)(C)(C)OC(=O)NC1=CC=C(C=N1)CC(C(=O)OC)(C(=O)OC)C=1N=CN(C1)CC#C (Dimethyl 2-(6-tert-butoxycarbonylaminopyridin-3-ylmethyl)-2-(1-prop-2-ynyl-1H-imidazol-4-yl)malonate). Yield: 24.4%. As a reaction SMILES: C(=O)([O-])[O-].[Cs+].[Cs+].[CH2:7](Br)[C:8]#[CH:9].[C:11]([O:15][C:16]([NH:18][C:19]1[N:24]=[CH:23][C:22]([CH2:25][C:26]([C:35]2[N:36]=[CH:37][NH:38][CH:39]=2)([C:31]([O:33][CH3:34])=[O:32])[C:27]([O:29][CH3:30])=[O:28])=[CH:21][CH:20]=1)=[O:17])([CH3:14])([CH3:13])[CH3:12].O>CN(C=O)C>[C:11]([O:15][C:16]([NH:18][C:19]1[N:24]=[CH:23][C:22]([CH2:25][C:26]([C:35]2[N:36]=[CH:37][N:38]([CH2:9][C:8]#[CH:7])[CH:39]=2)([C:31]([O:33][CH3:34])=[O:32])[C:27]([O:29][CH3:30])=[O:28])=[CH:21][CH:20]=1)=[O:17])([CH3:14])([CH3:12])[CH3:13] |f:0.1.2|. Procedure details: 322 mg (0.99 mmol) of cesium carbonate and sowie 20 μl (0.27 mmol, 80% pure in toluene) of propargyl bromide were successively added to a solution of 100 mg (0.25 mmol) of dimethyl 2-(6-tert-butoxycarbonylaminopyridin-3-ylmethyl)-2-(1H-imidazol-4-yl)malonate (example 12d) in 2 ml of DMF. The mixture was stirred at RT for 3 h and then poured into water and extracted with EA. Purification by chromatography on silica afforded 27 mg of the title compound. The reactants are C(C(=O)Cl)(=O)Cl (oxalyl chloride), CN (methylamine), C1=CC=C(C=C1)OC2=CC=CC=C2Cl (2-chlorodiphenyl ether), [Mg] (magnesium), C(C)Br (ethyl bromide), Cl (HCl). Run in C1CCOC1 (THF), C1CCOC1 (THF), C1CCOC1 (THF), C1CCOC1 (THF). Yields the product CNC(C(=O)C1=C(C=CC=C1)OC1=CC=CC=C1)=O (N-methyl-2-(2-phenoxyphenyl)-2-oxoacetamide). Reaction SMILES: [CH:1]1[CH:6]=[CH:5][C:4]([O:7][C:8]2[C:13](Cl)=[CH:12][CH:11]=[CH:10][CH:9]=2)=[CH:3][CH:2]=1.[Mg].C(Br)C.[C:19](Cl)(=[O:23])[C:20](Cl)=[O:21].[CH3:25][NH2:26].Cl>C1COCC1>[CH3:25][NH:26][C:19](=[O:23])[C:20]([C:13]1[CH:12]=[CH:11][CH:10]=[CH:9][C:8]=1[O:7][C:4]1[CH:5]=[CH:6][CH:1]=[CH:2][CH:3]=1)=[O:21]. Procedure: In a stream of nitrogen gas, 2-chlorodiphenyl ether (10.23 g, 0.05 mol) in dry THF (20 ml) was dropwise added to a mixture of magnesium (1.34 g, 0.055 mol) and ethyl bromide (0.19 ml) in dry THF (15 ml) under reflux over 30 minutes. After further reflux for 6 hours, the reaction mixture was diluted with dry THF (15 ml) and cooled below 20° C. This mixture was dropwise added to oxalyl chloride (7.62 g, 0.06 mol) in dry THF (100 ml) at -10° to 0° C. over 15 minutes, followed by stirring at -10° to...